Dataset: the Open Reaction Database (ORD), a public repository of structured organic reaction records. Task: describe an organic reaction: reactants, conditions, products, and yield Reactants: CC(C)=CCn1c(Br)nc2c1c(=O)n(CC(=O)c1ccccc1)c(=O)n2C, O=C([O-])[O-], CC(C)(C)OC(=O)N1CC2CNCC2C1, [K+], [K+], CN(C)C=O. Yields the product CC(C)=CCn1c(N2CC3CN(C(=O)OC(C)(C)C)CC3C2)nc2c1c(=O)n(CC(=O)c1ccccc1)c(=O)n2C. Reaction SMILES: [Br:1][c:2]1[n:3][c:4]2[n:5]([CH3:27])[c:6](=[O:26])[n:7]([CH2:17][C:18]([c:19]3[cH:20][cH:21][cH:22][cH:23][cH:24]3)=[O:25])[c:8](=[O:16])[c:9]2[n:10]1[CH2:11][CH:12]=[C:13]([CH3:14])[CH3:15].[C:43](=[O:44])([O-:45])[O-:46].[CH2:28]1[N:29]([C:36](=[O:37])[O:38][C:39]([CH3:40])([CH3:41])[CH3:42])[CH2:30][CH:31]2[CH:32]1[CH2:33][NH:34][CH2:35]2.[K+:47].[K+:48].[O:49]=[CH:50][N:51]([CH3:52])[CH3:53]>>[c:2]1([N:34]2[CH2:33][CH:32]3[CH2:28][N:29]([C:36](=[O:37])[O:38][C:39]([CH3:40])([CH3:41])[CH3:42])[CH2:30][CH:31]3[CH2:35]2)[n:3][c:4]2[n:5]([CH3:27])[c:6](=[O:26])[n:7]([CH2:17][C:18]([c:19]3[cH:20][cH:21][cH:22][cH:23][cH:24]3)=[O:25])[c:8](=[O:16])[c:9]2[n:10]1[CH2:11][CH:12]=[C:13]([CH3:14])[CH3:15]. Starting materials: ClC1=C2C(=NC=C1C(=O)OCC)CCCCCCCC2 (ethyl 4-chloro-5,6,7,8,9,10,11,12-octahydrocyclodeca[b]pyridine-3-carboxylate), COC1=CC=C(C=C1)NN (4-methoxyphenylhydrazine). The solvent is O (water), CN1C(CCC1)=O (N-methylpyrrolidinone). Product: COC1=CC=C(C=C1)N1N=C2C3=C(NC=C2C1=O)CCCCCCCC3 (2-(4-methoxyphenyl)-2,3,6,7,8,9,10,11,12,13-decahydrocyclodeca[b]pyrazolo[3,4-d]pyridin-3(5H)-one). Reaction SMILES: Cl[C:2]1[C:7]([C:8]([O:10]CC)=O)=[CH:6][N:5]=[C:4]2[CH2:13][CH2:14][CH2:15][CH2:16][CH2:17][CH2:18][CH2:19][CH2:20][C:3]=12.[CH3:21][O:22][C:23]1[CH:28]=[CH:27][C:26]([NH:29][NH2:30])=[CH:25][CH:24]=1>CN1CCCC1=O.O>[CH3:21][O:22][C:23]1[CH:28]=[CH:27][C:26]([N:29]2[C:8](=[O:10])[C:7]3[C:2]([C:3]4[CH2:20][CH2:19][CH2:18][CH2:17][CH2:16][CH2:15][CH2:14][CH2:13][C:4]=4[NH:5][CH:6]=3)=[N:30]2)=[CH:25][CH:24]=1. Procedure: A mixture of 2.00 g of ethyl 4-chloro-5,6,7,8,9,10,11,12-octahydrocyclodeca[b]pyridine-3-carboxylate and 1.12 g of 4-methoxyphenylhydrazine are stirred for eight hours in 20 ml of N-methylpyrrolidinone at 105°. The solution is then diluted with 50 ml of water and twice extracted with ether. The combined ether fractions are extracted twice with 20 ml of 1 N NaOH and the combined alkaline fractions are back-extracted with ether. The alkaline aqueous solution is then treated with an aqueous solutio... The reactants are BrCC1=CC=C(C=C1)OC (1-bromomethyl-4-methoxy-benzene), diol, C(C=C)OC1[C@@H]([C@H]([C@@H](C(O1)(CO)CO)OCC1=CC=CC=C1)OCC1=CC=CC=C1)OCC1=CC=CC=C1 (((3S,4S,5R)-6-allyloxy-3,4,5-tris-benzyloxy-2-hydroxymethyl-tetrahydro-pyran-2-yl)-methanol), [H-].[Na+] (Sodium hydride). Solvent: CN(C=O)C (N,N-dimethylformamide). Reaction conditions: temperature 0 celsius. The product is C(C=C)OC1[C@@H]([C@H]([C@@H](C(O1)(COCC1=CC=C(C=C1)OC)COCC1=CC=C(C=C1)OC)OCC1=CC=CC=C1)OCC1=CC=CC=C1)OCC1=CC=CC=C1 ((3S,4S,5R)-6-allyloxy-3,4,5-tris-benzyloxy-2,2-bis-(4-methoxy-benzyloxymethyl)-tetrahydro-pyran). The yield is 51.7%. As a reaction SMILES: [CH2:1]([O:4][CH:5]1[O:10][C:9]([CH2:13][OH:14])([CH2:11][OH:12])[C@@H:8]([O:15][CH2:16][C:17]2[CH:22]=[CH:21][CH:20]=[CH:19][CH:18]=2)[C@H:7]([O:23][CH2:24][C:25]2[CH:30]=[CH:29][CH:28]=[CH:27][CH:26]=2)[C@H:6]1[O:31][CH2:32][C:33]1[CH:38]=[CH:37][CH:36]=[CH:35][CH:34]=1)[CH:2]=[CH2:3].[H-].[Na+].Br[CH2:42][C:43]1[CH:48]=[CH:47][C:46]([O:49][CH3:50])=[CH:45][CH:44]=1>CN(C)C=O>[CH2:1]([O:4][CH:5]1[O:10][C:9]([CH2:11][O:12][CH2:42][C:43]2[CH:48]=[CH:47][C:46]([O:49][CH3:50])=[CH:45][CH:44]=2)([CH2:13][O:14][CH2:42][C:43]2[CH:48]=[CH:47][C:46]([O:49][CH3:50])=[CH:45][CH:44]=2)[C@@H:8]([O:15][CH2:16][C:17]2[CH:22]=[CH:21][CH:20]=[CH:19][CH:18]=2)[C@H:7]([O:23][CH2:24][C:25]2[CH:26]=[CH:27][CH:28]=[CH:29][CH:30]=2)[C@H:6]1[O:31][CH2:32][C:33]1[CH:34]=[CH:35][CH:36]=[CH:37][CH:38]=1)[CH:2]=[CH2:3] |f:1.2|. Procedure: The starting diol [((3S,4S,5R)-6-allyloxy-3,4,5-tris-benzyloxy-2-hydroxymethyl-tetrahydro-pyran-2-yl)-methanol (I-1b: 10 g, 19.208 mmol) was dissolved in N,N-dimethylformamide (70 mL) and cooled to 0° C. Sodium hydride (60% dispersion in mineral oil, 1.69 g, 42.3 mmol) was added and the reaction was allowed to stir at 0° C. for 1 hour before the addition of 1-bromomethyl-4-methoxy-benzene (5.96 mL, 40.3 mmol). The reaction was then heated to 60° C. overnight. The mixture was cooled down to room ... Product: ClC=1C=CC2=C(C(CCCN2C(C2=C(C=C(C=C2)N(C(C(F)(F)F)=O)CCOC2=C(C=CC=C2)C)OC)=O)CC(=O)N2CCN(CC2)C)C1 (7-chloro-5-[(4-methyl-1-piperazinyl)carbonylmethyl]-1-[2-methoxy-4-{N-[2-(2-methylphenoxy)ethyl]-N-trifluoroacetylamino}benzoyl]-2,3,4,5-tetrahydro-1H-benzazepine). Reported procedure: To a solution of 7-chloro-5-[(4-methyl-1-piperazinyl)carbonylmethyl]-1-(2-methoxy-4-trifluoroacetylaminobenzoyl)-2,3,4,5-tetrahydro-1H-benzazepine (0.4 g) in dry tetrahydrofuran (20 ml) are added triphenylphosphine (0.54 g) and o-(2-hydroxyethoxy)toluene (0.29 g) at room temperature. To the mixture is added dropwise a solution of diethyl azodicarboxylate (0.32 ml) in dry tetrahydrofuran (5 ml), and the mixture is stirred at room temperature for 16 hours. To the mixture is added water, and the mi... Run at time 16 hour. As a reaction SMILES: [Cl:1][C:2]1[CH:3]=[CH:4][C:5]2[N:11]([C:12](=[O:28])[C:13]3[CH:18]=[CH:17][C:16]([NH:19][C:20](=[O:25])[C:21]([F:24])([F:23])[F:22])=[CH:15][C:14]=3[O:26][CH3:27])[CH2:10][CH2:9][CH2:8][CH:7]([CH2:29][C:30]([N:32]3[CH2:37][CH2:36][N:35]([CH3:38])[CH2:34][CH2:33]3)=[O:31])[C:6]=2[CH:39]=1.C1(P(C2C=CC=CC=2)C2C=CC=CC=2)C=CC=CC=1.O[CH2:60][CH2:61][O:62][C:63]1[CH:68]=[CH:67][CH:66]=[CH:65][C:64]=1[CH3:69].N(C(OCC)=O)=NC(OCC)=O>O1CCCC1.O>[Cl:1][C:2]1[CH:3]=[CH:4][C:5]2[N:11]([C:12](=[O:28])[C:13]3[CH:18]=[CH:17][C:16]([N:19]([CH2:60][CH2:61][O:62][C:63]4[CH:68]=[CH:67][CH:66]=[CH:65][C:64]=4[CH3:69])[C:20](=[O:25])[C:21]([F:24])([F:23])[F:22])=[CH:15][C:14]=3[O:26][CH3:27])[CH2:10][CH2:9][CH2:8][CH:7]([CH2:29][C:30]([N:32]3[CH2:33][CH2:34][N:35]([CH3:38])[CH2:36][CH2:37]3)=[O:31])[C:6]=2[CH:39]=1. Reactants: N(=NC(=O)OCC)C(=O)OCC (diethyl azodicarboxylate), ClC=1C=CC2=C(C(CCCN2C(C2=C(C=C(C=C2)NC(C(F)(F)F)=O)OC)=O)CC(=O)N2CCN(CC2)C)C1 (7-chloro-5-[(4-methyl-1-piperazinyl)carbonylmethyl]-1-(2-methoxy-4-trifluoroacetylaminobenzoyl)-2,3,4,5-tetrahydro-1H-benzazepine), C1(=CC=CC=C1)P(C1=CC=CC=C1)C1=CC=CC=C1 (triphenylphosphine), OCCOC1=C(C=CC=C1)C (o-(2-hydroxyethoxy)toluene). The solvent is O1CCCC1 (tetrahydrofuran), O1CCCC1 (tetrahydrofuran), O (water). The yield is 93.0%.